This data is from the Open Reaction Database (ORD), a public repository of structured organic reaction records. The task is: describe an organic reaction: reactants, conditions, products, and yield Reactants: Grignard reagent, BrC1CCC2(OCCO2)CC1 (8-bromo-1,4-dioxaspiro[4.5]decane), FC(C=1C=C(C=O)C=CC1)(F)F (3-trifluoromethylbenzaldehyde), ice, aqueous solution, [Cl-].[NH4+] (ammonium chloride), C(C)OCC (diethyl ether). Run in O1CCCC1 (tetrahydrofuran). Product: O1CCOC12CCC(CC2)C2=C(C=CC=C2C(F)(F)F)CO ([(1,4-dioxaspiro[4.5]decan-8-yl)(3-trifluoromethylphenyl)]methanol). As a reaction SMILES: Br[CH:2]1[CH2:11][CH2:10][C:5]2([O:9][CH2:8][CH2:7][O:6]2)[CH2:4][CH2:3]1.[F:12][C:13]([F:23])([F:22])[C:14]1[CH:15]=[C:16]([CH:19]=[CH:20][CH:21]=1)[CH:17]=[O:18].[Cl-].[NH4+].C(OCC)C>O1CCCC1>[O:9]1[C:5]2([CH2:10][CH2:11][CH:2]([C:15]3[C:14]([C:13]([F:23])([F:22])[F:12])=[CH:21][CH:20]=[CH:19][C:16]=3[CH2:17][OH:18])[CH2:3][CH2:4]2)[O:6][CH2:7][CH2:8]1 |f:2.3|. Procedure: This compound is prepared in a manner analogous to that of Step B of Example 6, using 22.1 grams (0.09 mole) of the Grignard reagent of 8-bromo-1,4-dioxaspiro[4.5]decane and 17.4 grams (0.10 mole) of 3-trifluoromethylbenzaldehyde in tetrahydrofuran. Upon completion of the reaction, the reaction mixture is poured into a mixture of 100 grams of ice, 100 mL of an aqueous solution saturated with ammonium chloride, and 200 mL of diethyl ether. This mixture is filtered and the organic layer is separat... Reactants: [H-].[Na+] (sodium hydride), C1(CCCC1)C(C(=O)NC=1C=C(CC2(CC2)C(=O)OC(C)(C)C)C=CC1)C1=CC=C(C=C1)C=O ((+/−)-tert-butyl 1-(3-{[cyclopentyl(4-formylphenyl)acetyl]amino}benzyl)cyclopropanecarboxylate), C1CCOC1 (THF). Reagents/catalysts: [Br-].C[P+](C1=CC=CC=C1)(C1=CC=CC=C1)C1=CC=CC=C1 (methyltriphenylphosphonium bromide). Conditions: temperature 0 celsius, time 30 minute. The product is C1(CCCC1)C(C(=O)NC=1C=C(CC2(CC2)C(=O)OC(C)(C)C)C=CC1)C1=CC=C(C=C1)C=C ((+/−)-tert-Butyl 1-(3-{[cyclopentyl(4-vinylphenyl)acetyl]amino}benzyl)cyclopropanecarboxylate). Reaction SMILES: [H-].[Na+].[CH:3]1([CH:8]([C:29]2[CH:34]=[CH:33][C:32]([CH:35]=O)=[CH:31][CH:30]=2)[C:9]([NH:11][C:12]2[CH:13]=[C:14]([CH:26]=[CH:27][CH:28]=2)[CH2:15][C:16]2([C:19]([O:21][C:22]([CH3:25])([CH3:24])[CH3:23])=[O:20])[CH2:18][CH2:17]2)=[O:10])[CH2:7][CH2:6][CH2:5][CH2:4]1.[CH2:37]1COCC1>[Br-].C[P+](C1C=CC=CC=1)(C1C=CC=CC=1)C1C=CC=CC=1>[CH:3]1([CH:8]([C:29]2[CH:34]=[CH:33][C:32]([CH:35]=[CH2:37])=[CH:31][CH:30]=2)[C:9]([NH:11][C:12]2[CH:13]=[C:14]([CH:26]=[CH:27][CH:28]=2)[CH2:15][C:16]2([C:19]([O:21][C:22]([CH3:25])([CH3:23])[CH3:24])=[O:20])[CH2:18][CH2:17]2)=[O:10])[CH2:7][CH2:6][CH2:5][CH2:4]1 |f:0.1,4.5|. Reported procedure: 39.0 mg (0.98 mmol, 60% in mineral oil) of sodium hydride were suspended in 3.0 ml of abs. THF, the mixture was cooled to 0° C. and 301.8 mg (0.84 mmol) of methyltriphenylphosphonium bromide were added. The mixture was stirred at 0° C. for 30 min, and 300 mg (0.65 mmol) of (+/−)-tert-butyl 1-(3-{[cyclopentyl(4-formylphenyl)acetyl]amino}benzyl)cyclopropanecarboxylate were then added. The reaction mixture was stirred at RT overnight and then concentrated under reduced pressure. The residue was tak... As a reaction SMILES: [CH2:1]([C:3](O)([CH2:6][CH2:7][CH:8]=[C:9]([CH3:14])[CH2:10][CH:11]([CH3:13])[CH3:12])[CH:4]=[CH2:5])[CH3:2].P(Br)(Br)[Br:17]>>[Br:17][CH2:2][CH:1]=[C:3]([CH2:4][CH3:5])[CH2:6][CH2:7][CH:8]=[C:9]([CH3:14])[CH2:10][CH:11]([CH3:13])[CH3:12]. Starting materials: C(C)C(C=C)(CCC=C(CC(C)C)C)O (3-ethyl-7,9-dimethyl-1,6-decadien-3-ol), P(Br)(Br)Br (phosphorus tribromide). Procedure details: By the procedure described in Example 2, 33.65 g. of 3-ethyl-7,9-dimethyl-1,6-decadien-3-ol and 6.6 ml. of phosphorus tribromide are reacted to produce 1-bromo-3-ethyl-7,9-dimethyl-2,6-decadiene. Product: BrCC=C(CCC=C(CC(C)C)C)CC (1-bromo-3-ethyl-7,9-dimethyl-2,6-decadiene).